Dataset: the Open Reaction Database (ORD), a public repository of structured organic reaction records. Task: describe an organic reaction: reactants, conditions, products, and yield Starting materials: CCCCCCCC(=O)Cl, NCC(=O)O, [Na+], [OH-], O. The product is CCCCCCCC(=O)NCC(=O)O. Reaction SMILES: [C:6]([CH2:7][CH2:8][CH2:9][CH2:10][CH2:11][CH2:12][CH3:13])(=[O:14])[Cl:15].[NH2:1][CH2:2][C:3]([OH:4])=[O:5].[Na+:17].[OH-:16].[OH2:18]>>[NH:1]([CH2:2][C:3]([OH:4])=[O:5])[C:6]([CH2:7][CH2:8][CH2:9][CH2:10][CH2:11][CH2:12][CH3:13])=[O:14]. The reactants are ClCN1S(=O)(=O)C2=CC(=C(C(=C2C1=O)C(C)C)OC)OC (2-chloromethyl-4-isopropyl-5,6-dimethoxysaccharin), [Na].C1(=CC=CC=C1)N1N=NN=C1S (1-phenyltetrazol-5-thiol sodium salt), C(C)O.O (ethanol water). Run in CN(C=O)C (dimethylformamide). Yields the product C1(=CC=CC=C1)N1N=NN=C1SCN1S(=O)(=O)C2=CC(=C(C(=C2C1=O)C(C)C)OC)OC (2-(1-phenyltetrazol-5-yl)thiomethyl-4-isopropyl-5,6-dimethoxy-saccharin). Isolated yield 51.0%. Reaction SMILES: Cl[CH2:2][N:3]1[C:13](=[O:14])[C:12]2[C:7](=[CH:8][C:9]([O:20][CH3:21])=[C:10]([O:18][CH3:19])[C:11]=2[CH:15]([CH3:17])[CH3:16])[S:4]1(=[O:6])=[O:5].[Na].[C:23]1([N:29]2[C:33]([SH:34])=[N:32][N:31]=[N:30]2)[CH:28]=[CH:27][CH:26]=[CH:25][CH:24]=1.C(O)C.O>CN(C)C=O>[C:23]1([N:29]2[C:33]([S:34][CH2:2][N:3]3[C:13](=[O:14])[C:12]4[C:7](=[CH:8][C:9]([O:20][CH3:21])=[C:10]([O:18][CH3:19])[C:11]=4[CH:15]([CH3:17])[CH3:16])[S:4]3(=[O:6])=[O:5])=[N:32][N:31]=[N:30]2)[CH:24]=[CH:25][CH:26]=[CH:27][CH:28]=1 |f:1.2,3.4,^1:21|. Reported procedure: By the method of Example 44 condensation of 2-chloromethyl-4-isopropyl-5,6-dimethoxysaccharin (1.46 g) and 1-phenyltetrazol-5-thiol sodium salt (0.92 g) in dimethylformamide (5 mL) and recrystallization of the product from ethanol-water afforded 2-(1-phenyltetrazol-5-yl)thiomethyl-4-isopropyl-5,6-dimethoxy-saccharin, 1.05 g, 51% yield, mp 69°-71° C. Isolated yield 83.8%. Run in ClC (chloromethane). As a reaction SMILES: [F:1][C:2]1[C:7]([F:8])=[CH:6][C:5]([F:9])=[C:4](F)[N:3]=1.O.[NH2:12][NH2:13].C(O)CC>ClC>[F:1][C:2]1[C:7]([F:8])=[CH:6][C:5]([F:9])=[C:4]([NH:12][NH2:13])[N:3]=1 |f:1.2|. Yields the product FC1=NC(=C(C=C1F)F)NN (2,3,5-trifluoro-6-hydrazinopyridine). Conditions: temperature 80 celsius. Reported procedure: 23.2 g of the compound obtained in Step 1 and 37.3 ml of hydrazine monohydrate were added to 100 ml of n-propanol, and the resulting mixture was heated to 80° C. for 2 hours. The reaction mixture was distilled under a reduced pressure to remove the solvent. The residue thus obtained was dissolved in 100 ml of chloromethane, washed with water, and dried over anhydrous magnesium sulfate. The dried organic layer was concentrated under a reduced pressure to obtain 21.9 g (yield: 83.8%) of the title ... Starting materials: FC1=NC(=C(C=C1F)F)F (2,3,5,6-tetrafluoropyridine), O.NN (hydrazine monohydrate), C(CC)O (n-propanol).